From a dataset of the Open Reaction Database (ORD), a public repository of structured organic reaction records. describe an organic reaction: reactants, conditions, products, and yield Starting materials: N1C=NC(=C1)C1=NC=CC(=C1)C#N (2-(1H-imidazol-4-yl)pyridine-4-carbonitrile), Br.BrCC1CCN(CC1)C (4-bromomethyl-1-methylpiperidine hydrogen bromide). The product is CN1CCC(CC1)CN1C=NC(=C1)C1=NC=CC(=C1)C#N (2-{1-[(1-methylpiperidin-4-yl)methyl]-1H-imidazol-4-yl}pyridine-4-carbonitrile). As a reaction SMILES: [NH:1]1[CH:5]=[C:4]([C:6]2[CH:11]=[C:10]([C:12]#[N:13])[CH:9]=[CH:8][N:7]=2)[N:3]=[CH:2]1.Br.Br[CH2:16][CH:17]1[CH2:22][CH2:21][N:20]([CH3:23])[CH2:19][CH2:18]1>>[CH3:23][N:20]1[CH2:21][CH2:22][CH:17]([CH2:16][N:1]2[CH:5]=[C:4]([C:6]3[CH:11]=[C:10]([C:12]#[N:13])[CH:9]=[CH:8][N:7]=3)[N:3]=[CH:2]2)[CH2:18][CH2:19]1 |f:1.2|. Procedure: The title compound was prepared from 2-(1H-imidazol-4-yl)pyridine-4-carbonitrile and 4-bromomethyl-1-methylpiperidine hydrogen bromide according to the procedure for the preparation of Example 43, part A (heating to 120°). [M+H] Calc'd for C16H19N5, 282. Found, 282. Reactants: CO, NC(=O)C1(c2ccccc2)CCN(C(=O)c2cc(-c3ccc(OCCCOC4CCCCO4)cc3)c(-c3ccccc3Cl)s2)CC1, Cl. Yields the product NC(=O)C1(c2ccccc2)CCN(C(=O)c2cc(-c3ccc(OCCCO)cc3)c(-c3ccccc3Cl)s2)CC1. Reaction SMILES: [CH3:48][OH:49].[Cl:1][c:2]1[c:3](-[c:8]2[c:9](-[c:30]3[cH:31][cH:32][c:33]([O:36][CH2:37][CH2:38][CH2:39][O:40][CH:41]4[CH2:42][CH2:43][CH2:44][CH2:45][O:46]4)[cH:34][cH:35]3)[cH:10][c:11]([C:13](=[O:14])[N:15]3[CH2:16][CH2:17][C:18]([C:21](=[O:22])[NH2:23])([c:24]4[cH:25][cH:26][cH:27][cH:28][cH:29]4)[CH2:19][CH2:20]3)[s:12]2)[cH:4][cH:5][cH:6][cH:7]1.[ClH:47]>>[Cl:1][c:2]1[c:3](-[c:8]2[c:9](-[c:30]3[cH:31][cH:32][c:33]([O:36][CH2:37][CH2:38][CH2:39][OH:40])[cH:34][cH:35]3)[cH:10][c:11]([C:13](=[O:14])[N:15]3[CH2:16][CH2:17][C:18]([C:21](=[O:22])[NH2:23])([c:24]4[cH:25][cH:26][cH:27][cH:28][cH:29]4)[CH2:19][CH2:20]3)[s:12]2)[cH:4][cH:5][cH:6][cH:7]1. The reactants are ClC1=CC=C(C(=N1)NC)[N+](=O)[O-] (6-chloro-N-methyl-3-nitropyridin-2-amine), [NH4+].[Cl-] (NH4Cl), CC(OCC)=O (EA). The reagents and catalysts are [Fe] (Fe). Solvent: CO (MeOH), O (water). Reaction conditions: time 3 hour. Yields the product ClC1=CC=C(C(=N1)NC)N (6-Chloro-N2-methylpyridine-2,3-diamine). Isolated yield 59.7%. Reaction SMILES: [Cl:1][C:2]1[N:7]=[C:6]([NH:8][CH3:9])[C:5]([N+:10]([O-])=O)=[CH:4][CH:3]=1.[NH4+].[Cl-].CC(=O)OCC>CO.O.[Fe]>[Cl:1][C:2]1[N:7]=[C:6]([NH:8][CH3:9])[C:5]([NH2:10])=[CH:4][CH:3]=1 |f:1.2|. Procedure details: To a solution of 6-chloro-N-methyl-3-nitropyridin-2-amine (630 mg, 3.36 mmol) in MeOH (10 ml) and water (10 ml) was added Fe (940.8 mg, 16.8 mmol) and NH4Cl (898.8 mg, 168 mmol) at 20° C. The mixture was stirred for 3 hours under reflux temperature until TLC (PE: EA=3:1) showed that the reaction was complete. The mixture was filtered, the filtrate concentrated and residue treated with water (10 ml) and extracted with ethyl acetate (2×20 ml). The combined organic layers were washed with brine (30... Reactants: [H-].[Al+3].[Li+].[H-].[H-].[H-] (LAH), N1=C(C=CC=C1)N(CC(=O)OC(C)(C)C)C1=NC=CC=C1 (Tert-butyl 2-(di(pyridine-2-yl)amino)acetate). Solvent: C(C)OCC (diethyl ether), C1CCOC1 (THF). Yields the product N1=C(C=CC=C1)N(CCO)C1=NC=CC=C1 (2-(di(pyridine-2-yl)amino)ethanol). Reaction SMILES: [H-].[Al+3].[Li+].[H-].[H-].[H-].[N:7]1[CH:12]=[CH:11][CH:10]=[CH:9][C:8]=1[N:13]([C:22]1[CH:27]=[CH:26][CH:25]=[CH:24][N:23]=1)[CH2:14][C:15](OC(C)(C)C)=[O:16]>C1COCC1.C(OCC)C>[N:7]1[CH:12]=[CH:11][CH:10]=[CH:9][C:8]=1[N:13]([C:22]1[CH:27]=[CH:26][CH:25]=[CH:24][N:23]=1)[CH2:14][CH2:15][OH:16] |f:0.1.2.3.4.5|. Reported procedure: To a slurry of LAH (lithium aluminum hydride) (1.17 g, 30.8 mmol, 3.0 equiv) in THF (tetrahydrafuran) (45 ml) was added Tert-butyl 2-(di(pyridine-2-yl)amino)acetate (2.9 g, 10.2 mmol) at 0° C. under 1 atm argon (Ar). The reaction was slowly warmed to room temperature over 4 h. The reaction mixture was then diluted with diethyl ether and cooled to 0° C. The reaction was quenched via careful addition of water (4.0 ml) and then dried with magnesium sulfate. The solvent was removed in vacuo, and the... The reactants are C(C)C1=CC=C(C=C1)S (4-ethylbenzenethiol), BrCC(OC)OC (2-bromo-1,1-dimethoxyethane), CO.C[O-].[Na+] (sodium methoxide methanol). Reaction conditions: time 10 minute. The product is COC(CSC1=CC=C(C=C1)CC)OC (1-(2,2-Dimethoxyethylsulfanyl)-4-ethyl-benzene). Isolated yield 92.4%. As a reaction SMILES: [CH2:1]([C:3]1[CH:8]=[CH:7][C:6]([SH:9])=[CH:5][CH:4]=1)[CH3:2].Br[CH2:11][CH:12]([O:15][CH3:16])[O:13][CH3:14].CO.C[O-].[Na+]>>[CH3:14][O:13][CH:12]([O:15][CH3:16])[CH2:11][S:9][C:6]1[CH:7]=[CH:8][C:3]([CH2:1][CH3:2])=[CH:4][CH:5]=1 |f:2.3.4|. Reported procedure: Under a nitrogen atmosphere, 4-ethylbenzenethiol (3.50 ml, 25.4 mmol) and 2-bromo-1,1-dimethoxyethane (3.3 ml, 27.9 mmol) were added to a sodium methoxide methanol solution (0.5 M, 81.4 ml, 40.7 mmol) under cooling with ice. The reaction mixture was stirred at the same temperature for 10 minutes, and then heated to reflux for five hours. The reaction mixture was concentrated under reduced pressure, and cold water was added. The resulting mixture was extracted with ether and the organic layer was...